From a dataset of the Open Reaction Database (ORD), a public repository of structured organic reaction records. describe an organic reaction: reactants, conditions, products, and yield The reactants are N1C=CC2=CC(=CC=C12)C(C(C(=O)NC=1SC=CN1)(C)C)C1=CC=CC=C1 (3-(1H-indol-5-yl)-2,2-dimethyl-3-phenyl-N-(thiazol-2-yl)propanamide), P(=O)(Cl)(Cl)Cl (Phosphorus oxychloride), CN(C)C=O (DMF), [OH-].[Na+] (sodium hydroxide). Conditions: time 1 hour. Product: C(=O)C1=CNC2=CC=C(C=C12)C(C(C(=O)NC=1SC=CN1)(C)C)C1=CC=CC=C1 (3-(3-formyl-1H-indol-5-yl)-2,2-dimethyl-3-phenyl-N-(thiazol-2-yl)propanamide). Isolated yield 83.0%. Reaction SMILES: P(Cl)(Cl)(Cl)=O.[NH:6]1[C:14]2[C:9](=[CH:10][C:11]([CH:15]([C:27]3[CH:32]=[CH:31][CH:30]=[CH:29][CH:28]=3)[C:16]([CH3:26])([CH3:25])[C:17]([NH:19][C:20]3[S:21][CH:22]=[CH:23][N:24]=3)=[O:18])=[CH:12][CH:13]=2)[CH:8]=[CH:7]1.[OH-].[Na+].CN([CH:38]=[O:39])C>>[CH:38]([C:8]1[C:9]2[C:14](=[CH:13][CH:12]=[C:11]([CH:15]([C:27]3[CH:28]=[CH:29][CH:30]=[CH:31][CH:32]=3)[C:16]([CH3:26])([CH3:25])[C:17]([NH:19][C:20]3[S:21][CH:22]=[CH:23][N:24]=3)=[O:18])[CH:10]=2)[NH:6][CH:7]=1)=[O:39] |f:2.3|. Procedure details: Phosphorus oxychloride (0.01 mL, 0.11 mmol) was added to anhydrous DMF (0.5 mL) under argon. The mixture was stirred at rt for 15 min before 3-(1H-indol-5-yl)-2,2-dimethyl-3-phenyl-N-(thiazol-2-yl)propanamide (Example 101, 18 mg, 0.048 mmol) was added. The reaction mixture was stirred at rt for 1 hr. Aqueous sodium hydroxide solution (1N, 2 mL) was added, the mixture was stirred at 80° C. for 8 min. The reaction mixture was quenched with saturated aqueous ammonium chloride solution (1 mL) and wa...